Task: describe an organic reaction: reactants, conditions, products, and yield. Dataset: the Open Reaction Database (ORD), a public repository of structured organic reaction records Reactants: C([O-])([O-])=O.[K+].[K+] (potassium carbonate), C1(=CC=CC=C1)B(O)O (phenylboronic acid), ClC=1C=C(C=CC1I)[N+](=O)[O-] (3-chloro-4-iodonitro benzene), C1CCOC1 (THF). The reagents and catalysts are C1(=CC=CC=C1)P([C-]1C=CC=C1)C1=CC=CC=C1.[C-]1(C=CC=C1)P(C1=CC=CC=C1)C1=CC=CC=C1.[Fe+2] (1,1′-bis(diphenylphosphino)ferrocene), Cl[Pd]Cl (dichloro palladium). Procedure details: A mixture of potassium carbonate (1.48 g, 10.7 mmol), phenylboronic acid (645 mg, 5.29 mmol), 3-chloro-4-iodonitro benzene (1.00 g, 3.53 mmol), and THF (31 ml) was degassed with nitrogen in a sealable tube for 10 min. The dichloromethane adduct of 1,1′-bis(diphenylphosphino)ferrocene]dichloro palladium (351 mg, 0.429 mmol) was added to the reaction mixture and the pressure tube was sealed. The reaction mixture was stirred at 100° C. for 42 h. The mixture was cooled to 23° C., diluted with DCM (4... The solvent is ClCCl (dichloromethane), C(Cl)Cl (DCM). Conditions: temperature 100 celsius, time 42 hour. Yield: 96.5%. The product is ClC1=C(C=CC(=C1)[N+](=O)[O-])C1=CC=CC=C1 (2-chloro-4-nitro-biphenyl). Reaction SMILES: C(=O)([O-])[O-].[K+].[K+].[C:7]1(B(O)O)[CH:12]=[CH:11][CH:10]=[CH:9][CH:8]=1.[Cl:16][C:17]1[CH:18]=[C:19]([N+:24]([O-:26])=[O:25])[CH:20]=[CH:21][C:22]=1I.C1COCC1>C(Cl)Cl.C1(P(C2C=CC=CC=2)[C-]2C=CC=C2)C=CC=CC=1.[C-]1(P(C2C=CC=CC=2)C2C=CC=CC=2)C=CC=C1.[Fe+2].Cl[Pd]Cl>[Cl:16][C:17]1[CH:18]=[C:19]([N+:24]([O-:26])=[O:25])[CH:20]=[CH:21][C:22]=1[C:7]1[CH:12]=[CH:11][CH:10]=[CH:9][CH:8]=1 |f:0.1.2,7.8.9|. Reactants: CC(=O)Nc1ccc(Br)cc1F, [C-]#N, CNCCNC, CCOC(C)=O, Cc1ccccc1, [Cu]I, [NH4+], [Na+], [OH-], O. Product: CC(=O)Nc1ccc(C#N)cc1F. Reaction SMILES: [Br:4][c:5]1[cH:6][c:7]([F:15])[c:8]([NH:11][C:12]([CH3:13])=[O:14])[cH:9][cH:10]1.[C-:1]#[N:2].[CH3:16][NH:17][CH2:18][CH2:19][NH:20][CH3:21].[CH3:27][CH2:28][O:29][C:30](=[O:31])[CH3:32].[CH3:33][c:34]1[cH:35][cH:36][cH:37][cH:38][cH:39]1.[Cu:24][I:25].[NH4+:22].[Na+:3].[OH-:23].[OH2:26]>>[c:5]1([C:16]#[N:17])[cH:6][c:7]([F:15])[c:8]([NH:11][C:12]([CH3:13])=[O:14])[cH:9][cH:10]1. Yield: 39.0%. Run at time 20 minute. Run in CN(C=O)C (dimethylformamide), O (water), C(C)(=O)OCC (ethyl acetate), CN(C=O)C (dimethylformamide). Reported procedure: 224 mg (1.7 mmol) of 1-hydroxybenzotriazole and 318 mg (1.7 mmol) of 1-ethyl-3-(3-dimethylaminopropyl)carbodiimide hydrochloride are added successively to 750 mg (1.5 mmol) of (S)-3-(4-benzyloxybenzenesulfonylamino)-2-(4-methanesulfonylpiperazin-1-yl)propanoic acid in 20 ml of dimethylformamide. After stirring at ambient temperature for 20 min, a solution of 244 mg (1.7 mmol) of O-tert-butyldimethylsilylhydroxylamine in 3 ml of dimethylformamide is added. The reaction medium is then stirred at a... The reactants are [Si](C)(C)(C(C)(C)C)ON (O-tert-butyldimethylsilylhydroxylamine), saturated aqueous solution, C(O)([O-])=O.[Na+] (sodium hydrogen carbonate), ON1N=NC2=C1C=CC=C2 (1-hydroxybenzotriazole), Cl.C(C)N=C=NCCCN(C)C (1-ethyl-3-(3-dimethylaminopropyl)carbodiimide hydrochloride), C(C1=CC=CC=C1)OC1=CC=C(C=C1)S(=O)(=O)NC[C@@H](C(=O)O)N1CCN(CC1)S(=O)(=O)C ((S)-3-(4-benzyloxybenzenesulfonylamino)-2-(4-methanesulfonylpiperazin-1-yl)propanoic acid). RXN SMILES: [OH:1][N:2]1C2C=CC=CC=2N=N1.Cl.C(N=C=NCCCN(C)C)C.[CH2:23]([O:30][C:31]1[CH:36]=[CH:35][C:34]([S:37]([NH:40][CH2:41][C@H:42]([N:46]2[CH2:51][CH2:50][N:49]([S:52]([CH3:55])(=[O:54])=[O:53])[CH2:48][CH2:47]2)[C:43](O)=[O:44])(=[O:39])=[O:38])=[CH:33][CH:32]=1)[C:24]1[CH:29]=[CH:28][CH:27]=[CH:26][CH:25]=1.[Si](ON)(C(C)(C)C)(C)C.C(=O)([O-])O.[Na+]>CN(C)C=O.C(OCC)(=O)C.O>[CH2:23]([O:30][C:31]1[CH:32]=[CH:33][C:34]([S:37]([NH:40][CH2:41][C@H:42]([N:46]2[CH2:51][CH2:50][N:49]([S:52]([CH3:55])(=[O:54])=[O:53])[CH2:48][CH2:47]2)[C:43]([NH:2][OH:1])=[O:44])(=[O:38])=[O:39])=[CH:35][CH:36]=1)[C:24]1[CH:29]=[CH:28][CH:27]=[CH:26][CH:25]=1 |f:1.2,5.6|. The product is C(C1=CC=CC=C1)OC1=CC=C(C=C1)S(=O)(=O)NC[C@@H](C(=O)NO)N1CCN(CC1)S(=O)(=O)C ((S)-3-(4-benzyloxybenzenesulfonylamino)-N-hydroxy-2-(4-methanesulfonylpiperazin-1-yl)propionamide).